Dataset: the Open Reaction Database (ORD), a public repository of structured organic reaction records. Task: describe an organic reaction: reactants, conditions, products, and yield Reactants: FC=1C(N(C=C(C1)B1OC(C(O1)(C)C)(C)C)C)=O (3-Fluoro-1-methyl-5-(4,4,5,5-tetramethyl-1,3,2-dioxaborolan-2-yl)pyridin-2-one), BrC=1C=C(C=CC1OC1=C(C=C(C=C1)F)F)NS(=O)(=O)C (N-[3-bromo-4-(2,4-difluorophenoxyl)phenyl]methanesulfonamide), BrC=1C=C(C=CC1OC1=C(C=C(C=C1)F)F)NS(=O)(=O)CC (N-[3-Bromo-4-(2,4-difluorophenoxyl)phenyl]ethanesulfonamide). Product: FC1=C(OC2=C(C=C(C=C2)NS(=O)(=O)C)C2=CN(C(C(=C2)N2CCCC2)=O)C)C=CC(=C1)F (N-[4-(2,4-difluorophenoxy)-3-(1-methyl-6-oxo-5-pyrrolidin-1-ylpyridin-3-yl)phenyl]methanesulfonamide). RXN SMILES: F[C:2]1[C:3](=[O:18])[N:4]([CH3:17])[CH:5]=[C:6](B2OC(C)(C)C(C)(C)O2)[CH:7]=1.Br[C:20]1[CH:21]=[C:22]([NH:35][S:36]([CH3:39])(=[O:38])=[O:37])[CH:23]=[CH:24][C:25]=1[O:26][C:27]1[CH:32]=[CH:31][C:30]([F:33])=[CH:29][C:28]=1[F:34].BrC1C=[C:43]([NH:56]S(CC)(=O)=O)[CH:44]=[CH:45][C:46]=1OC1C=CC(F)=CC=1F>>[F:34][C:28]1[CH:29]=[C:30]([F:33])[CH:31]=[CH:32][C:27]=1[O:26][C:25]1[CH:24]=[CH:23][C:22]([NH:35][S:36]([CH3:39])(=[O:38])=[O:37])=[CH:21][C:20]=1[C:6]1[CH:7]=[C:2]([N:56]2[CH2:46][CH2:45][CH2:44][CH2:43]2)[C:3](=[O:18])[N:4]([CH3:17])[CH:5]=1. Procedure: The title compound was prepared in a manner similar to Example 122, substituting 1-methyl-3-pyrrolidin-1-yl-5-(4,4,5,5-tetramethyl-1,3,2-dioxaborolan-2-yl)pyridin-2-one for 3-Fluoro-1-methyl-5-(4,4,5,5-tetramethyl-1,3,2-dioxaborolan-2-yl)pyridin-2-one and N-[3-bromo-4-(2,4-difluorophenoxyl)phenyl]methanesulfonamide for N-[3-Bromo-4-(2,4-difluorophenoxyl)phenyl]ethanesulfonamide. LCMS (M+H)+=476. Starting materials: CC(O)CCCCCCCCO, OCCCCCCCCCCO. Product: CCCCCCCCCCO. As a reaction SMILES: [CH2:13]([OH:14])[CH2:15][CH2:16][CH2:17][CH2:18][CH2:19][CH2:20][CH2:21][CH:22]([OH:23])[CH3:24].[CH2:1]([CH2:2][CH2:3][CH2:4][CH2:5][CH2:6][CH2:7][CH2:8][CH2:9][CH2:10][OH:11])[OH:12]>>[CH3:1][CH2:2][CH2:3][CH2:4][CH2:5][CH2:6][CH2:7][CH2:8][CH2:9][CH2:10][OH:11]. The reactants are ClC1=NC=NC(=C1)Cl (4,6-Dichloropyrimidine), C(=O)(OC(C)(C)C)N1CCC(CC1)CN (N-Boc-4-aminomethyl piperidine), C([O-])([O-])=O.[K+].[K+] (potassium carbonate). Solvent: C(C)#N (acetonitrile). Conditions: temperature 120 celsius. Yields the product ClC1=CC(=NC=N1)NCC1CCN(CC1)C(=O)OC(C)(C)C (tert-butyl 4-((6-chloropyrimidin-4-ylamino)methyl)-piperidine-1-carboxylate). The yield is 105.6%. Reaction SMILES: Cl[C:2]1[CH:7]=[C:6]([Cl:8])[N:5]=[CH:4][N:3]=1.[C:9]([N:16]1[CH2:21][CH2:20][CH:19]([CH2:22][NH2:23])[CH2:18][CH2:17]1)([O:11][C:12]([CH3:15])([CH3:14])[CH3:13])=[O:10].C(=O)([O-])[O-].[K+].[K+]>C(#N)C>[Cl:8][C:6]1[N:5]=[CH:4][N:3]=[C:2]([NH:23][CH2:22][CH:19]2[CH2:20][CH2:21][N:16]([C:9]([O:11][C:12]([CH3:15])([CH3:14])[CH3:13])=[O:10])[CH2:17][CH2:18]2)[CH:7]=1 |f:2.3.4|. Procedure details: 4,6-Dichloropyrimidine (284 mg, 1.9 mmol), N-Boc-4-aminomethyl piperidine (409 mg, 1.9 mmol) and potassium carbonate (317 mg, 2.3 mmol) were dissolved in acetonitrile (5 mL) and the solution was heated for 30 minutes at 120° C. using microwave irradiation. The reaction mixture was partitioned between water and dichloromethane and the aqueous phase was extracted with dichloromethane. The combined organic phases were dried (Na2SO4) and evaporated to give tert-butyl 4-((6-chloropyrimidin-4-ylamino)...